The task is: describe an organic reaction: reactants, conditions, products, and yield. This data is from the Open Reaction Database (ORD), a public repository of structured organic reaction records. Run at time 1 hour. Reaction SMILES: N12CCCN=C1CCCCC2.[CH3:12][O:13][C:14](=[O:24])[C:15]#[C:16][C:17]1[CH:22]=[CH:21][CH:20]=[C:19]([F:23])[CH:18]=1.C1(C)C=C(C)C=C(C)C=1S([O-])(=O)=O.[NH2:38][N+:39]1[CH:44]=[CH:43][CH:42]=[C:41]([O:45][CH3:46])[N:40]=1>C(#N)C>[CH3:12][O:13][C:14]([C:15]1[C:16]([C:17]2[CH:22]=[CH:21][CH:20]=[C:19]([F:23])[CH:18]=2)=[N:38][N:39]2[C:44]=1[CH:43]=[CH:42][C:41]([O:45][CH3:46])=[N:40]2)=[O:24] |f:2.3|. Yield: 53.2%. Procedure details: 1,8-Diazabicyclo[5.4.0]undec-7-ene (5 ml) was added to a stirred, chilled, mixture of (3-fluoro-phenyl)-propynoic acid methyl ester (2.67 g) and 1-amino-3-methoxy-pyridazin-1-ium mesitylene sulphonate (4.89 g) in acetonitrile (80 ml) and the mixture was stirred at 0° for 1 hour then at ambient temperature for 18 hours. The mixture was concentrated in vacuo, and partitioned between ethyl acetate (150 ml) and water (150 ml). The aqueous phase was separated and further extracted with ethyl acetate ... Run in C(C)#N (acetonitrile). Yields the product COC(=O)C=1C(=NN2N=C(C=CC21)OC)C2=CC(=CC=C2)F (2-(3-Fluoro-phenyl)-6-methoxy-pyrazolo[1,5-b]pyridazine-3-carboxylic acid methyl ester). The reactants are COC(C#CC1=CC(=CC=C1)F)=O ((3-fluoro-phenyl)-propynoic acid methyl ester), C1(=C(C(=CC(=C1)C)C)S(=O)(=O)[O-])C.N[N+]1=NC(=CC=C1)OC (1-amino-3-methoxy-pyridazin-1-ium mesitylene sulphonate), N12CCCCCC2=NCCC1 (1,8-Diazabicyclo[5.4.0]undec-7-ene). The reactants are CC1C=NNC1=O (4-methyl-2-pyrazolin-5-one), CCCCCCC (heptane), BrCC(=O)OCC (ethyl bromoacetate), C([O-])([O-])=O.[K+].[K+] (potassium carbonate). Solvent: C(C)(=O)OCC (ethyl acetate). Yields the product C(C)OC(CN1NC(C(=C1)C)=O)=O ((4-Methyl-3-oxo-2,3-dihydro-pyrazol-1-yl)-acetic acid ethyl ester). Isolated yield 16.0%. As a reaction SMILES: [CH3:1][CH:2]1[C:6](=[O:7])[NH:5][N:4]=[CH:3]1.Br[CH2:9][C:10]([O:12][CH2:13][CH3:14])=[O:11].C(=O)([O-])[O-].[K+].[K+].CCCCCCC>C(OCC)(=O)C>[CH2:13]([O:12][C:10](=[O:11])[CH2:9][N:4]1[CH:3]=[C:2]([CH3:1])[C:6](=[O:7])[NH:5]1)[CH3:14] |f:2.3.4|. Procedure details: As described for example 320a, 4-methyl-2-pyrazolin-5-one was reacted with ethyl bromoacetate and potassium carbonate. Extractive workup followed by chromatography (SiO2, heptane:ethyl acetate=100:0 to 50:50) afforded the title compound as a white solid (yield: 16%). MS: m/e=185.0 [M+H]+. The reactants are N(=[N+]=[N-])CC1=C(C=CC=C1)CC(=O)N[C@H]1C[C@@H](NC2=CC(=CC(=C12)Cl)Cl)C(=O)OC (trans-4-(2-azidomethylphenyl)methylcarbonylamino-5,7-dichloro-2-methoxycarbonyl-1,2,3,4-tetrahydroquinoline), C(C)(C)(C)OC(=O)OC(=O)OC(C)(C)C (ditertiary-butyldicarbonate). Reagents/catalysts: [Pd] (palladium on carbon). The solvent is C(C)(=O)OCC (ethyl acetate). Reaction conditions: time 18 hour. Yields the product Cl.NCC1=C(C=CC=C1)CC(=O)N[C@H]1C[C@@H](NC2=CC(=CC(=C12)Cl)Cl)C(=O)O (Trans-4-(2-aminomethylphenyl)methylcarbonylamino-2-carboxy-5,7-dichloro-1,2,3,4-tetrahydroquinoline hydrochloride). RXN SMILES: [N:1]([CH2:4][C:5]1[CH:10]=[CH:9][CH:8]=[CH:7][C:6]=1[CH2:11][C:12]([NH:14][C@@H:15]1[C:24]2[C:19](=[CH:20][C:21]([Cl:26])=[CH:22][C:23]=2[Cl:25])[NH:18][C@@H:17]([C:27]([O:29]C)=[O:28])[CH2:16]1)=[O:13])=[N+]=[N-].C(OC(OC(OC(C)(C)C)=O)=O)(C)(C)C>C(OCC)(=O)C.[Pd]>[ClH:25].[NH2:1][CH2:4][C:5]1[CH:10]=[CH:9][CH:8]=[CH:7][C:6]=1[CH2:11][C:12]([NH:14][C@@H:15]1[C:24]2[C:19](=[CH:20][C:21]([Cl:26])=[CH:22][C:23]=2[Cl:25])[NH:18][C@@H:17]([C:27]([OH:29])=[O:28])[CH2:16]1)=[O:13] |f:4.5|. Procedure details: To a solution of trans-4-(2-azidomethylphenyl)methylcarbonylamino-5,7-dichloro-2-methoxycarbonyl-1,2,3,4-tetrahydroquinoline (0.3 g, 0.67 mmol) in ethyl acetate (30 ml) was added ditertiary-butyldicarbonate (0.22 g, 1.0 mmol) and 10% palladium on carbon and this mixture was hydrogenated under 50 psi pressure for 18 hours. The mixture was filtered and the solvent was removed under vacuum to yield the crude product, which was purified by flash chromatography (using ethyl acetate in hexane as eluen... Reactants: [H-].[Na+] (Sodium hydride), [Cl-].[NH4+] (ammonium chloride), C(C=C)(=O)OC (methyl acrylate), N1C=CC=2C(=CC=CC12)C=O (indole-4-carbaldehyde), Cl (HCl). The solvent is CN(C=O)C (dimethylformamide), CN(C=O)C (dimethylformamide), CN(C=O)C (dimethylformamide). Yields the product COC(=O)CCN1C=CC=2C(=CC=CC12)C=O (1-(2-methoxycarbonylethyl)indole-4-carbaldehyde). Yield: 26.6%. As a reaction SMILES: [H-].[Na+].[NH:3]1[C:11]2[CH:10]=[CH:9][CH:8]=[C:7]([CH:12]=[O:13])[C:6]=2[CH:5]=[CH:4]1.[C:14]([O:18][CH3:19])(=[O:17])[CH:15]=[CH2:16].[Cl-].[NH4+].Cl>CN(C)C=O>[CH3:19][O:18][C:14]([CH2:15][CH2:16][N:3]1[C:11]2[CH:10]=[CH:9][CH:8]=[C:7]([CH:12]=[O:13])[C:6]=2[CH:5]=[CH:4]1)=[O:17] |f:0.1,4.5|. Reported procedure: Sodium hydride (95%; 383 mg) was suspended in 10 ml of dimethylformamide under an argon gas atmosphere. To the suspension, there was dropwise added a solution of 2.00 g of indole-4-carbaldehyde in 10 ml of dimethylformamide with ice-cooling and stirring. After stirring the reaction mixture at room temperature for 25 minutes, it was again ice-cooled followed by dropwise addition of a solution of 1.33 g of methyl acrylate in 10 ml of dimethylformamide and stirring at room temperature for 19 hours.... Starting materials: BrCc1ccccc1, C1CCOC1, CN1CCCN(C)C1=O, [H-], [Na+], COc1cc2cc(O)cnc2cc1OC. The product is COc1cc2cc(OCc3ccccc3)cnc2cc1OC. As a reaction SMILES: [Br:16][CH2:17][c:18]1[cH:19][cH:20][cH:21][cH:22][cH:23]1.[CH2:35]1[O:36][CH2:37][CH2:38][CH2:39]1.[CH3:26][N:27]1[CH2:28][CH2:29][CH2:30][N:31]([CH3:32])[C:33]1=[O:34].[H-:25].[Na+:24].[OH:1][c:2]1[cH:3][n:4][c:5]2[cH:6][c:7]([O:14][CH3:15])[c:8]([O:12][CH3:13])[cH:9][c:10]2[cH:11]1>>[O:1]([c:2]1[cH:3][n:4][c:5]2[cH:6][c:7]([O:14][CH3:15])[c:8]([O:12][CH3:13])[cH:9][c:10]2[cH:11]1)[CH2:17][c:18]1[cH:19][cH:20][cH:21][cH:22][cH:23]1. Reactants: C(C1=CC=CC=C1)N1[C@@]2([C@@H](CC[C@H]1CC2)O)C2=CC=CC=C2 ((1R*,2R*,5R*)-8-Benzyl-1-phenyl-8-azabicyclo[3.2.1]octan-2-ol), [H-].[Na+] (sodium hydride), O (water), FC(C=1C=C(CBr)C=C(C1)C(F)(F)F)(F)F (3,5-bis(trifluoromethyl)benzyl bromide). Run in C1CCOC1 (THF). Yields the product C(C1=CC=CC=C1)N1[C@@]2([C@@H](CC[C@H]1CC2)OCC2=CC(=CC(=C2)C(F)(F)F)C(F)(F)F)C2=CC=CC=C2 ((1R*,2R*,5R*)-8-Benzyl-2-{[3,5-bis(trifluoromethyl)phenyl]methoxy}-1-phenyl-8-azabicyclo[3.2.1]octane). Isolated yield 61.0%. RXN SMILES: [CH2:1]([N:8]1[C@@H:13]2[CH2:14][CH2:15][C@@:9]1([C:17]1[CH:22]=[CH:21][CH:20]=[CH:19][CH:18]=1)[C@H:10]([OH:16])[CH2:11][CH2:12]2)[C:2]1[CH:7]=[CH:6][CH:5]=[CH:4][CH:3]=1.[H-].[Na+].[F:25][C:26]([F:40])([F:39])[C:27]1[CH:28]=[C:29]([CH:32]=[C:33]([C:35]([F:38])([F:37])[F:36])[CH:34]=1)[CH2:30]Br.O>C1COCC1>[CH2:1]([N:8]1[C@@H:13]2[CH2:14][CH2:15][C@@:9]1([C:17]1[CH:22]=[CH:21][CH:20]=[CH:19][CH:18]=1)[C@H:10]([O:16][CH2:30][C:29]1[CH:32]=[C:33]([C:35]([F:37])([F:38])[F:36])[CH:34]=[C:27]([C:26]([F:25])([F:39])[F:40])[CH:28]=1)[CH2:11][CH2:12]2)[C:2]1[CH:3]=[CH:4][CH:5]=[CH:6][CH:7]=1 |f:1.2|. Reported procedure: (1R*,2R*,5R*)-8-Benzyl-1-phenyl-8-azabicyclo[3.2.1]octan-2-ol (Description 9; 1.69 g, 3.90 mmol) in THF (25 ml) at 0° C. was treated with sodium hydride (217 mg, 9.02 mmol) and allowed to warm to room temperature. The mixture was recooled to 0° C. then 3,5-bis(trifluoromethyl)benzyl bromide added and the mixture heated to 50° C. overnight. The mixture was poured into water then extracted with ethyl acetate (×2), dried (MgSO4) and concentrated in vacuo to give a yellow oil. This was purified by f...